This data is from the Open Reaction Database (ORD), a public repository of structured organic reaction records. The task is: describe an organic reaction: reactants, conditions, products, and yield The reactants are NC1=CC(=NC=N1)NC1=NC=C(C=2C1=CN(N2)C2=C(C=C(C#N)C=C2Cl)Cl)F (4-[4-(6-aminopyrimidin-4-ylamino)-7-fluoropyrazolo[4,3-c]pyridin-2-yl]-3,5-dichlorobenzonitrile), Cl (HCl). Reaction conditions: time 2 hour. Yields the product Cl.NC1=CC(=NC=N1)NC1=NC=C(C=2C1=CN(N2)C2=C(C=C(C#N)C=C2Cl)Cl)F (4-[4-(6-Aminopyrimidin-4-ylamino)-7-fluoro-pyrazolo[4,3-c]pyridin-2-yl]-3,5-dichlorobenzonitrile hydrochloride salt). Yield: 188.8%. RXN SMILES: [NH2:1][C:2]1[N:7]=[CH:6][N:5]=[C:4]([NH:8][C:9]2[C:14]3=[CH:15][N:16]([C:18]4[C:25]([Cl:26])=[CH:24][C:21]([C:22]#[N:23])=[CH:20][C:19]=4[Cl:27])[N:17]=[C:13]3[C:12]([F:28])=[CH:11][N:10]=2)[CH:3]=1.Cl>>[ClH:26].[NH2:1][C:2]1[N:7]=[CH:6][N:5]=[C:4]([NH:8][C:9]2[C:14]3=[CH:15][N:16]([C:18]4[C:25]([Cl:26])=[CH:24][C:21]([C:22]#[N:23])=[CH:20][C:19]=4[Cl:27])[N:17]=[C:13]3[C:12]([F:28])=[CH:11][N:10]=2)[CH:3]=1 |f:2.3|. Procedure: A mixture of 4-[4-(6-aminopyrimidin-4-ylamino)-7-fluoropyrazolo[4,3-c]pyridin-2-yl]-3,5-dichlorobenzonitrile (77 mg, 0.19 mmol) and HCl (4 N in dioxane, 5.0 mL, 20 mmol) was stirred at room temperature for 2 hours. The reaction mixture was concentrated under reduced pressure and the residue was dried to afford the title compound as an off-white solid (81 mg, 96% yield). 1H NMR (400 MHz, DMSO-d6): δ 9.45 (d, J=2.3 Hz, 1H), 8.57 (s, 1H), 8.50 (s, 2H), 8.03 (d, J=3.3 Hz, 1H), 7.25 (br s, 1H). LCMS ... Reactants: C([O-])([O-])=O.[K+].[K+] (potassium carbonate), C(C)(C)(C)OC(N(C)C1=C2N=CN(C2=NC=N1)C1=CC=C(C=C1)NC(=O)NC1=CC(=CC(=C1)C(F)(F)F)C(NC(CO)CO)=O)=O ([9-(4-{3-[3-(2-hydroxy-1-hydroxymethyl-ethyl-carbamoyl)-5-trifluoromethylphenyl]ureido}phenyl)-9H-purin-6-yl]-methyl-carbamic acid tert-butyl ester), FC(C(=O)O)(F)F (trifluoroacetic acid). Run in O (water), O (Water). Conditions: time 1 hour. The product is OCC(CO)NC(C1=CC(=CC(=C1)C(F)(F)F)NC(=O)NC1=CC=C(C=C1)N1C2=NC=NC(=C2N=C1)NC)=O (N-(2-hydroxy-1-hydroxymethyl-ethyl)-3-{3-[4-(6-(methylamino)purin-9-yl)phenyl]ureido}-5-(trifluoromethyl)benzamide). The yield is 93.3%. RXN SMILES: C(O[C:6](=O)[N:7]([C:9]1[N:17]=[CH:16][N:15]=[C:14]2[C:10]=1[N:11]=[CH:12][N:13]2[C:18]1[CH:23]=[CH:22][C:21]([NH:24][C:25]([NH:27][C:28]2[CH:33]=[C:32]([C:34]([F:37])([F:36])[F:35])[CH:31]=[C:30]([C:38](=[O:45])[NH:39][CH:40]([CH2:43][OH:44])[CH2:41][OH:42])[CH:29]=2)=[O:26])=[CH:20][CH:19]=1)C)(C)(C)C.FC(F)(F)C(O)=O.C(=O)([O-])[O-].[K+].[K+]>O>[OH:42][CH2:41][CH:40]([NH:39][C:38](=[O:45])[C:30]1[CH:31]=[C:32]([C:34]([F:35])([F:36])[F:37])[CH:33]=[C:28]([NH:27][C:25]([NH:24][C:21]2[CH:22]=[CH:23][C:18]([N:13]3[CH:12]=[N:11][C:10]4[C:14]3=[N:15][CH:16]=[N:17][C:9]=4[NH:7][CH3:6])=[CH:19][CH:20]=2)=[O:26])[CH:29]=1)[CH2:43][OH:44] |f:2.3.4|. Reported procedure: To 40.8 mg (0.063 mmol) of [9-(4-{3-[3-(2-hydroxy-1-hydroxymethyl-ethyl-carbamoyl)-5-trifluoromethylphenyl]ureido}phenyl)-9H-purin-6-yl]-methyl-carbamic acid tert-butyl ester, 1 mL of trifluoroacetic acid was added and the mixture solution was stirred at room temperature for one hour. The solvent was distilled under reduced pressure from the reaction solution and the obtained residue was dissolved in methanol (1 mL) and water (60 μL), and 43.7 mg (0.315 mmol) of potassium carbonate was added the... The reactants are CC#N, COc1ccc(B(O)O)cc1, CO, CC(C)(C)OC(=O)N1CCC(Nc2cc(N)ncc2Br)CC1, [Na+], [Na+], O=C([O-])[O-], [Pd], c1ccc(P(c2ccccc2)c2ccccc2)cc1, c1ccc(P(c2ccccc2)c2ccccc2)cc1, c1ccc(P(c2ccccc2)c2ccccc2)cc1, c1ccc(P(c2ccccc2)c2ccccc2)cc1. Yields the product COc1ccc(-c2cnc(N)cc2NC2CCN(C(=O)OC(C)(C)C)CC2)cc1. As a reaction SMILES: [CH3:1][C:2]#[N:3].[CH3:32][O:33][c:34]1[cH:35][cH:36][c:37]([B:40]([OH:41])[OH:42])[cH:38][cH:39]1.[CH3:43][OH:44].[NH2:10][c:11]1[n:12][cH:13][c:14]([Br:31])[c:15]([NH:17][CH:18]2[CH2:19][CH2:20][N:21]([C:24](=[O:25])[O:26][C:27]([CH3:28])([CH3:29])[CH3:30])[CH2:22][CH2:23]2)[cH:16]1.[Na+:4].[Na+:5].[O-:6][C:7](=[O:8])[O-:9].[Pd:45].[c:103]1([P:104]([c:105]2[cH:106][cH:107][cH:108][cH:109][cH:110]2)[c:111]2[cH:112][cH:113][cH:114][cH:115][cH:116]2)[cH:117][cH:118][cH:119][cH:120][cH:121]1.[c:46]1([P:47]([c:48]2[cH:49][cH:50][cH:51][cH:52][cH:53]2)[c:54]2[cH:55][cH:56][cH:57][cH:58][cH:59]2)[cH:60][cH:61][cH:62][cH:63][cH:64]1.[c:65]1([P:66]([c:67]2[cH:68][cH:69][cH:70][cH:71][cH:72]2)[c:73]2[cH:74][cH:75][cH:76][cH:77][cH:78]2)[cH:79][cH:80][cH:81][cH:82][cH:83]1.[c:84]1([P:85]([c:86]2[cH:87][cH:88][cH:89][cH:90][cH:91]2)[c:92]2[cH:93][cH:94][cH:95][cH:96][cH:97]2)[cH:98][cH:99][cH:100][cH:101][cH:102]1>>[NH2:10][c:11]1[n:12][cH:13][c:14](-[c:37]2[cH:36][cH:35][c:34]([O:33][CH3:32])[cH:39][cH:38]2)[c:15]([NH:17][CH:18]2[CH2:19][CH2:20][N:21]([C:24](=[O:25])[O:26][C:27]([CH3:28])([CH3:29])[CH3:30])[CH2:22][CH2:23]2)[cH:16]1. Starting materials: O1C(CC2=CC=CC=C2)C1 ((±)-(2,3-epoxypropyl)benzene), [N-]=[N+]=[N-].[Na+] (sodium azide), C(=O)OC (methyl formate), CO (methanol). Solvent: O (water). Product: C1(=CC=CC=C1)CC(CN=[N+]=[N-])O (3-Phenyl-2-hydroxypropylazide). Yield: 91.3%. RXN SMILES: [O:1]1[CH2:10][CH:2]1[CH2:3][C:4]1[CH:9]=[CH:8][CH:7]=[CH:6][CH:5]=1.[N-:11]=[N+:12]=[N-:13].[Na+].C(OC)=O.CO>O>[C:4]1([CH2:3][CH:2]([OH:1])[CH2:10][N:11]=[N+:12]=[N-:13])[CH:9]=[CH:8][CH:7]=[CH:6][CH:5]=1 |f:1.2|. Procedure: A procedure similar to that described in Preparation 12 was repeated, except that 5 g of (±)-(2,3-epoxypropyl)benzene, 12.1 g of sodium azide, 60 ml of methyl formate and 270 ml of an 8:1 by volume mixture of methanol and water were used, to give 6.03 g of the title compound as a colorless oil having an Rf value of 0.3 (on silica gel thin layer chromatography, using a 1:4 by volume mixture of ethyl acetate and hexane as the developing solvent).